From a dataset of the Open Reaction Database (ORD), a public repository of structured organic reaction records. describe an organic reaction: reactants, conditions, products, and yield Starting materials: FC(F)(F)c1cc(CCl)ccc1OCc1ccccc1, CCOC(C)=O, [H-], [Na+], CN(C)C=O, O, N#Cc1ccc(Nn2cnnc2)cc1. Product: N#Cc1ccc(N(Cc2ccc(OCc3ccccc3)c(C(F)(F)F)c2)n2cnnc2)cc1. As a reaction SMILES: [CH2:17]([c:18]1[cH:19][cH:20][cH:21][cH:22][cH:23]1)[O:24][c:25]1[c:26]([C:33]([F:34])([F:35])[F:36])[cH:27][c:28]([CH2:31][Cl:32])[cH:29][cH:30]1.[CH3:37][CH2:38][O:39][C:40](=[O:41])[CH3:42].[H-:1].[Na+:2].[O:43]=[CH:44][N:45]([CH3:46])[CH3:47].[OH2:48].[n:3]1[n:4][cH:5][n:6]([NH:8][c:9]2[cH:10][cH:11][c:12]([C:13]#[N:14])[cH:15][cH:16]2)[cH:7]1>>[n:3]1[n:4][cH:5][n:6]([N:8]([c:9]2[cH:10][cH:11][c:12]([C:13]#[N:14])[cH:15][cH:16]2)[CH2:31][c:28]2[cH:27][c:26]([C:33]([F:34])([F:35])[F:36])[c:25]([O:24][CH2:17][c:18]3[cH:19][cH:20][cH:21][cH:22][cH:23]3)[cH:30][cH:29]2)[cH:7]1. Starting materials: C(C)OC(CC=1C=C(C(=CC1)OC)C1=C(C=C(C=C1)F)CNCC)=O ((2′-Ethylaminomethyl-4′-fluoro-6-methoxy-biphenyl-3-yl)-acetic acid ethyl ester), ClC1=CC=C(CN)C=C1 (4-Chlorobenzylamine), C(C)(C)N(CC)C(C)C (diisopropylethylamine), C(=O)(Cl)Cl (Phosgene). Solvent: C(Cl)Cl (CH2Cl2), C(Cl)Cl (CH2Cl2). Run at temperature 0 celsius, time 1 hour. The product is C(C)OC(CC=1C=C(C(=CC1)OC)C1=C(C=C(C=C1)F)CN(C(=O)NCC1=CC=C(C=C1)Cl)CC)=O ({2′-[3-(4-Chloro-benzyl)-1-ethyl-ureidomethyl]-4′-fluoro-6-methoxy-biphenyl-3-yl}-acetic acid ethyl ester). RXN SMILES: [CH2:1]([O:3][C:4](=[O:25])[CH2:5][C:6]1[CH:7]=[C:8]([C:14]2[CH:19]=[CH:18][C:17]([F:20])=[CH:16][C:15]=2[CH2:21][NH:22][CH2:23][CH3:24])[C:9]([O:12][CH3:13])=[CH:10][CH:11]=1)[CH3:2].C(N(C(C)C)CC)(C)C.[C:35](Cl)(Cl)=[O:36].[Cl:39][C:40]1[CH:47]=[CH:46][C:43]([CH2:44][NH2:45])=[CH:42][CH:41]=1>C(Cl)Cl>[CH2:1]([O:3][C:4](=[O:25])[CH2:5][C:6]1[CH:7]=[C:8]([C:14]2[CH:19]=[CH:18][C:17]([F:20])=[CH:16][C:15]=2[CH2:21][N:22]([CH2:23][CH3:24])[C:35]([NH:45][CH2:44][C:43]2[CH:46]=[CH:47][C:40]([Cl:39])=[CH:41][CH:42]=2)=[O:36])[C:9]([O:12][CH3:13])=[CH:10][CH:11]=1)[CH3:2]. Reported procedure: (2′-Ethylaminomethyl-4′-fluoro-6-methoxy-biphenyl-3-yl)-acetic acid ethyl ester (0.172 g, 0.5 mmol) and diisopropylethylamine (0.43 mL, 2.5 mmol) were combined in CH2Cl2 (2.5 mL) and cooled to 0° C. Phosgene (20% in toluene; 0.40 mL, 0.75 mmol) was added, and the mixture was stirred for 1 hour. 4-Chlorobenzylamine (0.012 mL, 1.0 mmol) was added, and the reaction was stirred for 1 hour. The mixture was diluted with CH2Cl2 and washed with H2O. The organic layer was dried, filtered, and concentrate... Reactants: [Br-], CC(C)(C)OC(=O)NC(C=O)CCc1ccc(Br)cc1, C1CCOC1, C[Mg+], CCOCC. Yields the product CC(O)C(CCc1ccc(Br)cc1)NC(=O)OC(C)(C)C. As a reaction SMILES: [Br-:21].[C:1]([CH3:2])([CH3:3])([CH3:4])[O:5][C:6]([NH:7][CH:8]([CH2:9][CH2:10][c:11]1[cH:12][cH:13][c:14]([Br:17])[cH:15][cH:16]1)[CH:18]=[O:19])=[O:20].[CH2:24]1[O:25][CH2:26][CH2:27][CH2:28]1.[CH3:22][Mg+:23].[CH3:29][CH2:30][O:31][CH2:32][CH3:33]>>[C:1]([CH3:2])([CH3:3])([CH3:4])[O:5][C:6]([NH:7][CH:8]([CH2:9][CH2:10][c:11]1[cH:12][cH:13][c:14]([Br:17])[cH:15][cH:16]1)[CH:18]([OH:19])[CH3:22])=[O:20]. Starting materials: O (water), C(C1=CC=CC=C1)O (Benzyl alcohol), [H-].[Na+] (sodium hydride), FC=1C=C2C(N=CNC2=CC1F)=O (6,7-difluoroquinazolin-4(1H)-one). Run in CN(C=O)C (dimethylformamide). Run at temperature 60 celsius. Product: C(C1=CC=CC=C1)OC1=C(C=C2C(N=CNC2=C1)=O)F (7-(benzyloxy)-6-fluoroquinazolin-4(1H)-one). Yield: 83.2%. RXN SMILES: [CH2:1]([OH:8])[C:2]1[CH:7]=[CH:6][CH:5]=[CH:4][CH:3]=1.[H-].[Na+].[F:11][C:12]1[CH:13]=[C:14]2[C:19](=[CH:20][C:21]=1F)[NH:18][CH:17]=[N:16][C:15]2=[O:23].O>CN(C)C=O>[CH2:1]([O:8][C:21]1[CH:20]=[C:19]2[C:14]([C:15](=[O:23])[N:16]=[CH:17][NH:18]2)=[CH:13][C:12]=1[F:11])[C:2]1[CH:7]=[CH:6][CH:5]=[CH:4][CH:3]=1 |f:1.2|. Procedure details: Benzyl alcohol (4.27 g, 39.5 mmol) was added dropwise to a stirred suspension of sodium hydride (1.6 g of a 60% dispersion in mineral oil, 40.0 mmol) in dimethylformamide (50 ml) at 0° C. The reaction was stirred at 0° C. for 1 hour before addition of 6,7-difluoroquinazolin-4(1H)-one (3.60 g, 19.8 mmol) whereupon the reaction was heated to 60° C. for 2 hours. The reaction was cooled to ambient temperature, poured into water (200 ml) and the resultant solid collected by suction filtration. Drying... Reactants: BrC=1C(=C(C=O)C=C(C1)C(C)(C)C)OCOC (3-bromo-5-(tert-butyl)-2-(methoxymethoxy)benzaldehyde), FC(C1=NC=C(C=C1)B(O)O)(F)F (2-(trifluoromethyl)pyridine-5-boronic acid), C([O-])([O-])=O.[Na+].[Na+] (sodium carbonate). Reagents/catalysts: C=1C=CC(=CC1)[P](C=2C=CC=CC2)(C=3C=CC=CC3)[Pd]([P](C=4C=CC=CC4)(C=5C=CC=CC5)C=6C=CC=CC6)([P](C=7C=CC=CC7)(C=8C=CC=CC8)C=9C=CC=CC9)[P](C=1C=CC=CC1)(C=1C=CC=CC1)C=1C=CC=CC1 (tetrakis(triphenylphosphine)palladium(0)). Solvent: C(OC)COC (dimethoxy ethane). Reaction conditions: temperature 80 celsius. Product: C(C)(C)(C)C=1C=C(C(=C(C=O)C1)OCOC)C=1C=NC(=CC1)C(F)(F)F (5-(tert-butyl)-2-(methoxymethoxy)-3-(6-(trifluoromethyl)pyridin-3-yl)benzaldehyde). Isolated yield 75.7%. Reaction SMILES: Br[C:2]1[C:3]([O:14][CH2:15][O:16][CH3:17])=[C:4]([CH:7]=[C:8]([C:10]([CH3:13])([CH3:12])[CH3:11])[CH:9]=1)[CH:5]=[O:6].[F:18][C:19]([F:30])([F:29])[C:20]1[CH:25]=[CH:24][C:23](B(O)O)=[CH:22][N:21]=1.C(=O)([O-])[O-].[Na+].[Na+]>C(COC)OC.C1C=CC([P]([Pd]([P](C2C=CC=CC=2)(C2C=CC=CC=2)C2C=CC=CC=2)([P](C2C=CC=CC=2)(C2C=CC=CC=2)C2C=CC=CC=2)[P](C2C=CC=CC=2)(C2C=CC=CC=2)C2C=CC=CC=2)(C2C=CC=CC=2)C2C=CC=CC=2)=CC=1>[C:10]([C:8]1[CH:9]=[C:2]([C:23]2[CH:22]=[N:21][C:20]([C:19]([F:30])([F:29])[F:18])=[CH:25][CH:24]=2)[C:3]([O:14][CH2:15][O:16][CH3:17])=[C:4]([CH:7]=1)[CH:5]=[O:6])([CH3:13])([CH3:12])[CH3:11] |f:2.3.4,^1:46,48,67,86|. Procedure: To a degassed (argon) solution of 3-bromo-5-(tert-butyl)-2-(methoxymethoxy)benzaldehyde (4.0 g, 13.3 mmol) and 2-(trifluoromethyl)pyridine-5-boronic acid [purchased from Frontier Scientific] (2.79 g, 14.6 mmol) in 2M aqueous sodium carbonate solution (26.7 mL, 53.2 mmol) and dimethoxy ethane (80 mL) was added tetrakis(triphenylphosphine)palladium(0) (770 mg, 0.665 mmol), the mixture was degassed for five minutes and then heated at 80° C. for 16 hours. The cooled reaction mixture was partitioned ... Run in CCOCC (ether), C(C)OCC (diethyl ether). Reactants: BrC(C)C (2-bromopropane), O (Water), C(CCC)[Li] (n-Butyl lithium), C1C=CC2=CC=CC=C12 (1H-indene). Run at time 10 minute. Yields the product C(C)(C)C1C=CC2=CC=CC=C12 (1-isopropyl-1H-indene). As a reaction SMILES: [CH2:1]([Li])[CH2:2][CH2:3]C.[CH2:6]1[C:14]2[C:9](=[CH:10][CH:11]=[CH:12][CH:13]=2)[CH:8]=[CH:7]1.BrC(C)C.O>C(OCC)C>[CH:2]([CH:6]1[C:14]2[C:9](=[CH:10][CH:11]=[CH:12][CH:13]=2)[CH:8]=[CH:7]1)([CH3:3])[CH3:1]. Reported procedure: n-Butyl lithium (37 ml in hexane) was added to a solution of 1H-indene (6.30 ml) in anhydrous diethyl ether (40 ml) under nitrogen atmosphere at 15° C. The solution was stirred at room temperature for 10 min, 2-bromopropane (18.8 g) in anhydrous ether (100 ml) was added, and stirring was continued for 72 hours. Water (30 ml) was added, the phases were separated, and the aqueous phase was extracted with ether. The combined ether solutions was washed with water, dried (MgSO4) and condensed. The re... Reactants: [OH-].[Na+] (sodium hydroxide), COC(C1=C(C=C(C(=C1)Cl)NC(=O)OCC1=CC=CC=C1)OC)=O (4-(N-benzyloxycarbonylamino)-5-chloro-2-methoxy-benzoic acid methyl ester). Solvent: O1CCOCC1 (dioxane). Reaction conditions: time 20 hour. Yields the product C(C1=CC=CC=C1)OC(=O)NC1=CC(=C(C(=O)O)C=C1Cl)OC (4-(N-benzyloxycarbonylamino)-5-chloro-2-methoxy-benzoic acid). RXN SMILES: [OH-].[Na+].C[O:4][C:5](=[O:26])[C:6]1[CH:11]=[C:10]([Cl:12])[C:9]([NH:13][C:14]([O:16][CH2:17][C:18]2[CH:23]=[CH:22][CH:21]=[CH:20][CH:19]=2)=[O:15])=[CH:8][C:7]=1[O:24][CH3:25]>O1CCOCC1>[CH2:17]([O:16][C:14]([NH:13][C:9]1[C:10]([Cl:12])=[CH:11][C:6]([C:5]([OH:26])=[O:4])=[C:7]([O:24][CH3:25])[CH:8]=1)=[O:15])[C:18]1[CH:23]=[CH:22][CH:21]=[CH:20][CH:19]=1 |f:0.1|. Procedure details: 200 ml 2N aqueous sodium hydroxide solution is added dropwise to a stirred solution of 72.1 g of the benzoic acid methyl ester produced in step (b) in 800 ml dioxane. The mixture is stirred for 20 hours and the organic solvent removed under a vacuum. The residue is dissolved in water and adjusted to pH 5-6 with 3N hydrochloric acid. The heading compound is filtered off and washed with water. M.pt. 182°-183° (from methanol). The reactants are C(C1=CC=CC=C1)N1C(=NC=2C1=NC(=CC2C)C(=O)OC)CC (methyl 3-benzyl-2-ethyl-7-methylimidazo[4,5-b]pyridine-5-carboxylate), Cl (HCl). The reagents and catalysts are [OH-].[OH-].[Pd+2] (Pearlman's catalyst). The solvent is CO (MeOH). Reaction conditions: time 24 hour. The product is C(C)C1=NC=2C(NC(=CC2C)C(=O)OC)=N1 (methyl 2-ethyl-7-methylimidazo [4,5-b]pyridine-5-carboxylate). As a reaction SMILES: C([N:8]1[C:12]2=[N:13][C:14]([C:18]([O:20][CH3:21])=[O:19])=[CH:15][C:16]([CH3:17])=[C:11]2[N:10]=[C:9]1[CH2:22][CH3:23])C1C=CC=CC=1.Cl>CO.[OH-].[OH-].[Pd+2]>[CH2:22]([C:9]1[N:8]=[C:12]2[NH:13][C:14]([C:18]([O:20][CH3:21])=[O:19])=[CH:15][C:16]([CH3:17])=[C:11]2[N:10]=1)[CH3:23] |f:3.4.5|. Procedure: A mixture of 750 mg of the crude product of Step F in MeOH (30 mL), concentration aqueous HCl (1 mL), and 100 mg of moist Pearlman's catalyst were shaken under 1 atm. H2 for 24 hours. The reaction was incomplete so 100 mg more of the catalyst was added and the reaction was shaken as described above for an additional 24 hours. Filtration, concentration, and extraction from dilute NH4OH with EtOAc followed by drying (Na2SO4), concentration, and purification (SiO2, 5 % MeOH/EtOAc) gave the title co... Reactants: N(C(=O)C)C1=CC=C(C=C1)S(=O)(=O)Cl (p-acetaminobenzene sulphonyl chloride), NN1C=C(C2=CC=CC=C12)C1=CC=CC=C1 (1-amino-3-phenyl-indole). Solvent: N1=CC=CC=C1 (pyridine), C1=CC=CC=C1 (benzene), C(Cl)(Cl)Cl (chloroform). Reaction conditions: temperature 60 celsius, time 3 hour. The product is N(C(=O)C)C1=CC=C(C=C1)S(=O)(=O)NN1C=C(C2=CC=CC=C12)C1=CC=CC=C1 (1-(p-acetaminobenzene sulphonylamino)-3-phenyl-indole). Reaction SMILES: [NH:1]([C:5]1[CH:10]=[CH:9][C:8]([S:11](Cl)(=[O:13])=[O:12])=[CH:7][CH:6]=1)[C:2]([CH3:4])=[O:3].[NH2:15][N:16]1[C:24]2[C:19](=[CH:20][CH:21]=[CH:22][CH:23]=2)[C:18]([C:25]2[CH:30]=[CH:29][CH:28]=[CH:27][CH:26]=2)=[CH:17]1>N1C=CC=CC=1.C1C=CC=CC=1.C(Cl)(Cl)Cl>[NH:1]([C:5]1[CH:10]=[CH:9][C:8]([S:11]([NH:15][N:16]2[C:24]3[C:19](=[CH:20][CH:21]=[CH:22][CH:23]=3)[C:18]([C:25]3[CH:30]=[CH:29][CH:28]=[CH:27][CH:26]=3)=[CH:17]2)(=[O:13])=[O:12])=[CH:7][CH:6]=1)[C:2]([CH3:4])=[O:3]. Procedure details: 11.7 G (0.05 mol) of p-acetaminobenzene sulphonyl chloride were added in portions and with stirring to a solution of 15.6 g (0.075 mol) of 1-amino-3-phenyl-indole in 100 ml of pyridine. The temperature of the mixture rose to about 45° C. The mixture was then heated to 60° C. and stirred for 3 hours at this temperature. The red solution obtained was then concentrated by evaporation under vacuum. The viscous, oily residue which was obtained was taken up in a mixture of benzene and chloroform (1:1 ... Starting materials: O=S1(=O)NCCN1Cc1ccccc1, CCOC(C)=O, O=[N+]([O-])c1ccc(F)cc1. Product: O=[N+]([O-])c1ccc(N2CCN(Cc3ccccc3)S2(=O)=O)cc1. Reaction SMILES: [CH2:1]([c:2]1[cH:3][cH:4][cH:5][cH:6][cH:7]1)[N:8]1[S:9](=[O:13])(=[O:14])[NH:10][CH2:11][CH2:12]1.[CH3:25][CH2:26][O:27][C:28](=[O:29])[CH3:30].[F:15][c:16]1[cH:17][cH:18][c:19]([N+:22](=[O:23])[O-:24])[cH:20][cH:21]1>>[CH2:1]([c:2]1[cH:3][cH:4][cH:5][cH:6][cH:7]1)[N:8]1[S:9](=[O:13])(=[O:14])[N:10]([c:16]2[cH:17][cH:18][c:19]([N+:22](=[O:23])[O-:24])[cH:20][cH:21]2)[CH2:11][CH2:12]1.